From a dataset of the Open Reaction Database (ORD), a public repository of structured organic reaction records. describe an organic reaction: reactants, conditions, products, and yield Starting materials: C(=O)(O)[O-].[Na+] (NaHCO3), solution, [OH-].[Na+] (NaOH), CN1N=C(C=C1NC(=O)C1=C(C=CC=C1)SC(C1=CC=CC=C1)=O)C (thiobenzoic acid S-[2-(2,5-dimethyl-2H-pyrazol-3-ylcarbamoyl)-phenyl]ester). The solvent is C1CCOC1 (THF), CO (MeOH). Conditions: time 1.5 hour. The product is CN1N=C(C=C1NC(C1=C(C=CC=C1)S)=O)C (N-(2,5-Dimethyl-2H-pyrazol-3-yl)-2-mercapto-benzamide). Yield: 67.0%. RXN SMILES: [CH3:1][N:2]1[C:6]([NH:7][C:8]([C:10]2[CH:15]=[CH:14][CH:13]=[CH:12][C:11]=2[S:16]C(=O)C2C=CC=CC=2)=[O:9])=[CH:5][C:4]([CH3:25])=[N:3]1.[OH-].[Na+].C([O-])(O)=O.[Na+]>C1COCC1.CO>[CH3:1][N:2]1[C:6]([NH:7][C:8](=[O:9])[C:10]2[CH:15]=[CH:14][CH:13]=[CH:12][C:11]=2[SH:16])=[CH:5][C:4]([CH3:25])=[N:3]1 |f:1.2,3.4|. Procedure details: The thiobenzoic acid S-[2-(2,5-dimethyl-2H-pyrazol-3-ylcarbamoyl)-phenyl]ester (as prepared in step 2 above; 0.966 g, 2.75 mmol) was dissolved in THF (50 mL) and MeOH (100 mL). Under N2(g), a 0.2M solution of NaOH (80 mL) was added and the mixture was stirred for 1.5 h at rt. A saturated solution of NaHCO3(aq) (100 mL) was added and the aqueous layer was extracted with CHCl3 (3×100 mL). The combined organic layers were dried over Na2SO4, filtered and evaporated in vacuo. The crude mixture was th... Reactants: S(=O)(Cl)Cl (thionyl chloride), FC1=CC=C(C=C1)C=1N=CN(C1)CO ((4-(4-fluorophenyl)-1H-imidazol-1-yl)methanol), C1(=CC=CC=C1)C (toluene). Run in C(Cl)Cl (methylene chloride). Reaction conditions: time 30 minute. Yields the product Cl.ClCN1C=NC(=C1)C1=CC=C(C=C1)F (1-(chloromethyl)-4-(4-fluorophenyl)-1H-imidazole hydrochloride). The yield is 100.0%. Reaction SMILES: S(Cl)([Cl:3])=O.[F:5][C:6]1[CH:11]=[CH:10][C:9]([C:12]2[N:13]=[CH:14][N:15]([CH2:17]O)[CH:16]=2)=[CH:8][CH:7]=1.C1(C)C=CC=CC=1>C(Cl)Cl>[ClH:3].[Cl:3][CH2:17][N:15]1[CH:16]=[C:12]([C:9]2[CH:10]=[CH:11][C:6]([F:5])=[CH:7][CH:8]=2)[N:13]=[CH:14]1 |f:4.5|. Reported procedure: To a stirred solution of thionyl chloride (18 mL) in anhydrous methylene chloride (180 mL) was added (4-(4-fluorophenyl)-1H-imidazol-1-yl)methanol (11.4 g, 59 mmol) portionwise at RT under nitrogen. The reaction mixture was stirred at RT for 3.5 hr before anhydrous toluene (90 mL) was added. The mixture was stirred at RT for 30 min. Concentration under reduced pressure gave 1-(chloromethyl)-4-(4-fluorophenyl)-1H-imidazole hydrochloride (14.5 g, 59 mmol, 100% yield) as a solid. MS found: (M+H)+=2... Reactants: [Al+3], [Cl-], [Cl-], [Cl-], O=C(Cl)CCl, CC(Cl)Cl, Cl, O=C1Cc2ccccc2N1, O. Product: O=C1Cc2cc(C(=O)CCl)ccc2N1. RXN SMILES: [Al+3:12].[Cl-:11].[Cl-:13].[Cl-:14].[Cl:15][CH2:16][C:17](=[O:18])[Cl:19].[Cl:21][CH:22]([Cl:23])[CH3:24].[ClH:20].[NH:1]1[C:2](=[O:10])[CH2:3][c:4]2[cH:5][cH:6][cH:7][cH:8][c:9]21.[OH2:25]>>[NH:1]1[C:2](=[O:10])[CH2:3][c:4]2[cH:5][c:6]([C:17]([CH2:16][Cl:15])=[O:18])[cH:7][cH:8][c:9]21. The reactants are O=C([O-])[O-], CC(C)=O, N#CCCl, Cl, [I-], [K+], [K+], [Na+], O, COC(=O)c1ccc(O)cc1. Yields the product COC(=O)c1ccc(OCC#N)cc1. RXN SMILES: [C:14](=[O:15])([O-:16])[O-:17].[CH3:25][C:26](=[O:27])[CH3:28].[Cl:20][CH2:21][C:22]#[N:23].[ClH:24].[I-:13].[K+:18].[K+:19].[Na+:12].[OH2:29].[OH:1][c:2]1[cH:3][cH:4][c:5]([C:6](=[O:7])[O:8][CH3:9])[cH:10][cH:11]1>>[O:1]([c:2]1[cH:3][cH:4][c:5]([C:6](=[O:7])[O:8][CH3:9])[cH:10][cH:11]1)[CH2:21][C:22]#[N:23]. The reactants are CON=C(C(=O)OC)c1ccccc1C=C(Cl)C(=O)OC(C)(C)C, COC(C)(C)C, ClCCl, [Na+], [Na+], O=C([O-])[O-], O=C(O)C(F)(F)F. Yields the product CON=C(C(=O)OC)c1ccccc1C=C(Cl)C(=O)O. RXN SMILES: [CH3:1][O:2][N:3]=[C:4]([C:5](=[O:6])[O:7][CH3:8])[c:9]1[c:10]([CH:15]=[C:16]([C:17](=[O:18])[O:19][C:20]([CH3:21])([CH3:22])[CH3:23])[Cl:24])[cH:11][cH:12][cH:13][cH:14]1.[CH3:31][O:32][C:33]([CH3:34])([CH3:35])[CH3:36].[Cl:44][CH2:45][Cl:46].[Na+:25].[Na+:26].[O-:27][C:28](=[O:29])[O-:30].[OH:37][C:38]([C:39]([F:40])([F:41])[F:42])=[O:43]>>[CH3:1][O:2][N:3]=[C:4]([C:5](=[O:6])[O:7][CH3:8])[c:9]1[c:10]([CH:15]=[C:16]([C:17](=[O:18])[OH:19])[Cl:24])[cH:11][cH:12][cH:13][cH:14]1. Reactants: C(C1=CC=CC=C1)OC1=CC(=C(C(=O)OC)C=C1)O (methyl 4-benzyloxy-2-hydroxybenzoate), N (ammonia). Run in C(C)O (ethanol), CO (methanol). The product is OC1=C(C(=O)N)C=CC(=C1)OCC1=CC=CC=C1 (2-hydroxy-4-benzyloxybenzamide). As a reaction SMILES: [CH2:1]([O:8][C:9]1[CH:18]=[CH:17][C:12]([C:13](OC)=[O:14])=[C:11]([OH:19])[CH:10]=1)[C:2]1[CH:7]=[CH:6][CH:5]=[CH:4][CH:3]=1.[NH3:20]>C(O)C.CO>[OH:19][C:11]1[CH:10]=[C:9]([O:8][CH2:1][C:2]2[CH:7]=[CH:6][CH:5]=[CH:4][CH:3]=2)[CH:18]=[CH:17][C:12]=1[C:13]([NH2:20])=[O:14]. Procedure details: A mixture of methyl 4-benzyloxy-2-hydroxybenzoate (20 g) and concentrated aqueous ammonia (30 mL) in ethanol (100 mL) is heated on the steam bath in a sealed pressure vessel overnight. The contents of the pressure vessel are dissolved in methanol and the solution is evaporated to dryness. The residue is subjected to flash chromatography, eluting first with dichloromethane to remove unreacted starting material, and then with a mixture of ethyl acetate and dichloromethane (3:7 v/v), to obtain 2-hy... Reaction SMILES: C([O:4][CH:5]([C:9]1[CH:14]=[CH:13][C:12]([C:15](=[O:20])[CH2:16][CH2:17][CH2:18][Cl:19])=[CH:11][CH:10]=1)[CH:6]([CH3:8])[CH3:7])(=O)C.Cl>C(O)C>[Cl:19][CH2:18][CH2:17][CH2:16][C:15]([C:12]1[CH:11]=[CH:10][C:9]([CH:5]([OH:4])[CH:6]([CH3:7])[CH3:8])=[CH:14][CH:13]=1)=[O:20]. Reported procedure: Mix 2-(4-(4-chloro-1-oxobutyl)-phenyl-2-methyl propanol acetate, concentrated hydrochloric acid (555 mL), and ethanol (2.5) and reflux for 2.5 hours under a nitrogen atmosphere. Evaporate the solvent in vacuo and take the residue up in methylene chloride (1L). Wash sequentially with water (2×400 mL), aqueous potassium carbonate (10%, 200 mL) and water (300 mL). Evaporate the solvent in vacuo to give the title compound as a light-brown oil (200 g, 90%). Yield: 90.0%. Starting materials: C(C)(=O)OC(C(C)C)C1=CC=C(C=C1)C(CCCCl)=O (4-(4-chloro-1-oxobutyl)-phenyl-2-methyl propanol acetate), Cl (hydrochloric acid). The product is ClCCCC(=O)C1=CC=C(C=C1)C(C(C)C)O (4-(4-Chloro-1-Oxobutyl)-Phenyl-2-Methylpropanol). Solvent: C(C)O (ethanol). Reactants: Brc1cccnc1, N#CCc1ccccc1, Cc1ccccc1, ClCCN1CC2CCC1CC2, O. Yields the product N#CC(CCN1CC2CCC1CC2)(c1ccccc1)c1cccnc1. RXN SMILES: [Br:10][c:11]1[cH:12][n:13][cH:14][cH:15][cH:16]1.[CH2:1]([c:2]1[cH:3][cH:4][cH:5][cH:6][cH:7]1)[C:8]#[N:9].[CH3:17][c:18]1[cH:19][cH:20][cH:21][cH:22][cH:23]1.[Cl:24][CH2:25][CH2:26][N:27]1[CH:28]2[CH2:29][CH2:30][CH:31]([CH2:32]1)[CH2:33][CH2:34]2.[OH2:35]>>[C:1]([c:2]1[cH:3][cH:4][cH:5][cH:6][cH:7]1)([C:8]#[N:9])([c:11]1[cH:12][n:13][cH:14][cH:15][cH:16]1)[CH2:25][CH2:26][N:27]1[CH:28]2[CH2:29][CH2:30][CH:31]([CH2:32]1)[CH2:33][CH2:34]2. The reactants are C(C1=CC=CC=C1)N(C)CC(COC1=CC(=CC=C1)OC)CC1=CC=CC=C1 (N-benzyl-N-methyl-2-benzyl-3-(3-methoxyphenoxy)propylamine). The reagents and catalysts are [Pd] (palladium on charcoal). Solvent: C(C)O (ethanol). The product is CNCC(COC1=CC(=CC=C1)OC)CC1=CC=CC=C1 (N-methyl-2-benzyl-3-(3-methoxyphenoxy)propylamine). Reaction SMILES: [CH2:1]([N:8]([CH2:10][CH:11]([CH2:22][C:23]1[CH:28]=[CH:27][CH:26]=[CH:25][CH:24]=1)[CH2:12][O:13][C:14]1[CH:19]=[CH:18][CH:17]=[C:16]([O:20][CH3:21])[CH:15]=1)C)C1C=CC=CC=1>C(O)C.[Pd]>[CH3:1][NH:8][CH2:10][CH:11]([CH2:22][C:23]1[CH:28]=[CH:27][CH:26]=[CH:25][CH:24]=1)[CH2:12][O:13][C:14]1[CH:19]=[CH:18][CH:17]=[C:16]([O:20][CH3:21])[CH:15]=1. Procedure: A solution of N-benzyl-N-methyl-2-benzyl-3-(3-methoxyphenoxy)propylamine (7.0 g) in ethanol (100 ml) is hydrogenated at room temperature and atmospheric pressure until uptake ceases, using 10% palladium on charcoal (2.0 g) as catalyst. The catalyst is filtered off (Hi-flo) and the solvent removed under reduced pressure to give N-methyl-2-benzyl-3-(3-methoxyphenoxy)propylamine as an oil, which is converted with oxalic acid in ether of N-methyl-2-benzyl-3-(3-methoxyphenoxy)propylamine oxalate, m.p... Reactants: OC1=C(C=CC(=C1)OCCO)C1=NC(=NC(=N1)C1=C(C=C(C=C1)OCCO)O)C1=CC=C(C=C1)Br (2,4-bis[2-hydroxy-4-(2-hydroxyethoxy)phenyl]-6-(4-bromophenyl)-s-triazine), CC1=C(C=CC(=C1)C)C1=NC(=NC(=N1)C1=C(C=C(C=C1)O)O)C1=C(C=C(C=C1)C)C (2,6-bis-(2,4-dimethylphenyl)-4-(2,4-dihydroxyphenyl)-s-triazine), OC1=NC(=NC(=N1)C1=C(C=C(C=C1)OCCO)O)C1=C(C=C(C=C1)C)C (2-hydroxy-4-(2-hydroxy-4-(2-hydroxyethoxy)phenyl]-6-(2,4-dimethylphenyl)-s-triazine), OC1=C(C=CC(=C1)O)C1=NC(=NC(=N1)C1=C(C=C(C=C1)O)O)C1=C(C=C(C=C1)C)C (2,4-bis(2,4-dihydroxyphenyl)-6-(2,4-dimethylphenyl)-s-triazine), OC1=C(C=CC(=C1)O)C1=NC(=NC(=N1)C1=C(C=C(C=C1)O)O)C1=CC=C(C=C1)Cl (2,4-bis(2,4-dihydroxyphenyl)-6-(4-chlorophenyl)-s-triazine), OC1=C(C=CC(=C1)OCCO)C1=NC(=NC(=N1)C1=C(C=C(C=C1)OCCO)O)C1=CC=C(C=C1)Cl (2,4-bis[2-hydroxy-4-(2-hydroxyethoxy)phenyl]-6-(4-chlorophenyl)-s-triazine), OC1=C(C=CC(=C1)OCCOC(C)=O)C1=NC(=NC(=N1)C1=C(C=C(C=C1)OCCOC(C)=O)O)C1=CC=C(C=C1)Cl (2,4-bis[2-hydroxy-4-(2-acetoxyethoxy)phenyl]-6-(4-chlorophenyl)-s-triazine). As a reaction SMILES: [CH3:1][C:2]1[CH:7]=[C:6]([CH3:8])[CH:5]=[CH:4][C:3]=1[C:9]1[N:14]=[C:13]([C:15]2[CH:20]=[CH:19][C:18]([OH:21])=[CH:17][C:16]=2[OH:22])[N:12]=[C:11]([C:23]2[CH:28]=[CH:27][C:26]([CH3:29])=[CH:25][C:24]=2[CH3:30])[N:10]=1.OC1C=C(O)C=CC=1C1N=C(C2C=CC(O)=CC=2O)N=C(C2C=CC(Cl)=CC=2)N=1.OC1C=C(OCCO)C=CC=1C1N=C(C2C=CC(OCCO)=CC=2O)N=C(C2C=CC(Cl)=CC=2)N=1.OC1N=C(C2C=CC(OCCO)=CC=2O)N=[C:98]([C:113]2[CH:118]=[CH:117][C:116](C)=[CH:115][C:114]=2[CH3:120])N=1.OC1C=C(OCCO)C=CC=1C1N=C(C2C=CC(OCCO)=CC=2O)N=C(C2C=CC(Br)=CC=2)N=1.OC1C=C(OCCOC(=O)C)C=CC=1C1N=C(C2C=CC(OCCOC(=O)C)=CC=2O)N=C(C2C=CC(Cl)=CC=2)N=1.OC1C=C(O)C=CC=1C1N=C(C2C=CC(O)=CC=2O)N=C(C2C=CC(C)=CC=2C)N=1>>[CH3:30][C:24]1[CH:25]=[C:26]([CH3:29])[CH:27]=[CH:28][C:23]=1[C:11]1[N:12]=[C:13]([C:15]2[CH:20]=[CH:19][C:18]([O:21][CH2:120][CH2:114][CH2:115][CH2:116][CH2:117][CH2:118][CH2:113][CH3:98])=[CH:17][C:16]=2[OH:22])[N:14]=[C:9]([C:3]2[CH:4]=[CH:5][C:6]([CH3:8])=[CH:7][C:2]=2[CH3:1])[N:10]=1. Procedure: 2,6-bis-(2,4-dimethylphenyl)-4-(2,4-dihydroxyphenyl)-s-triazine; 2,4-bis(2,4-dihydroxyphenyl)-6-(4-chlorophenyl)-s-triazine; 2,4-bis[2-hydroxy-4-(2-hydroxyethoxy)phenyl]-6-(4-chlorophenyl)-s-triazine; 2,4-bis[2-hydroxy-4-(2-hydroxy-4-(2-hydroxyethoxy)phenyl]-6-(2,4-dimethylphenyl)-s-triazine; 2,4-bis[2-hydroxy-4-(2-hydroxyethoxy)phenyl]-6-(4-bromophenyl)-s-triazine; 2,4-bis[2-hydroxy-4-(2-acetoxyethoxy)phenyl]-6-(4-chlorophenyl)-s-triazine, 2,4-bis(2,4-dihydroxyphenyl)-6-(2,4-dimethylphenyl)-s-t... Yields the product CC1=C(C=CC(=C1)C)C1=NC(=NC(=N1)C1=C(C=C(C=C1)OCCCCCCCC)O)C1=C(C=C(C=C1)C)C (2,6-bis-(2,4-dimethylphenyl)-4-(2-hydroxy-4-octyloxyphenyl)-s-triazine).